From a dataset of the Open Reaction Database (ORD), a public repository of structured organic reaction records. describe an organic reaction: reactants, conditions, products, and yield Reactants: BrCc1ccccc1, COC(=O)c1nc(Br)c2cccnc2c1O, O=C([O-])[O-], CCOC(C)=O, [Cs+], [Cs+], CN(C)C=O, O. Yields the product COC(=O)c1nc(Br)c2cccnc2c1OCc1ccccc1. Reaction SMILES: [Br:1][CH2:2][c:3]1[cH:4][cH:5][cH:6][cH:7][cH:8]1.[Br:9][c:10]1[c:11]2[cH:12][cH:13][cH:14][n:15][c:16]2[c:17]([OH:24])[c:18]([C:20](=[O:21])[O:22][CH3:23])[n:19]1.[C:25](=[O:26])([O-:27])[O-:28].[CH3:37][CH2:38][O:39][C:40](=[O:41])[CH3:42].[Cs+:29].[Cs+:30].[O:32]=[CH:33][N:34]([CH3:35])[CH3:36].[OH2:31]>>[CH2:2]([c:3]1[cH:4][cH:5][cH:6][cH:7][cH:8]1)[O:24][c:17]1[c:16]2[c:11]([c:10]([Br:9])[n:19][c:18]1[C:20](=[O:21])[O:22][CH3:23])[cH:12][cH:13][cH:14][n:15]2. The reactants are C[C@@H]1CC[C@]2([C@@H](C[C@H]([C@H](O2)[C@H](C)C(=O)C3=CC=CN3)C)C)O[C@@H]1CC4=NC5=C(O4)C=CC(=C5C(=O)O)NC (calcium ionophore A23187), 1-14C-arachidonic acid, C(CC(O)(C(=O)O)CC(=O)O)(=O)O (citric acid). Solvent: CS(=O)C (DMSO). Conditions: time 5 minute. Yields the product CCCCCC=CCC=CCC=CC=CC(CCCC(=O)O)O (5-HETE). RXN SMILES: C[C@H:2]1[C@@H:23]([CH2:24]C2OC3C=CC(NC)=C(C(O)=O)C=3N=2)O[C@:5]2(O[C@H:9]([C@@H:11]([C:13]([C:15]3NC=[CH:17][CH:16]=3)=O)C)[C@H:8](C)[CH2:7][C@H:6]2C)[CH2:4][CH2:3]1.[C:39]([OH:51])(=[O:50])[CH2:40][C:41]([CH2:46][C:47]([OH:49])=O)(C(O)=O)O>CS(C)=O>[CH3:17][CH2:16][CH2:15][CH2:13][CH2:11][CH:9]=[CH:8][CH2:7][CH:6]=[CH:5][CH2:4][CH:3]=[CH:2][CH:23]=[CH:24][CH:47]([OH:49])[CH2:46][CH2:41][CH2:40][C:39]([OH:51])=[O:50]. Procedure: RBL-1 cells (1.57×107 cells/tube) were preincubated for 10 minutes at 37° C. in the presence of the indicated drugs or vehicle (1% DMSO). Following the transfer of the assay tubes to an icebath, the reaction was initiated by the sequential addition of calcium ionophore A23187, an agent which increases the ability of divalent ions such as Ca++ to cross biological membranes (final concentration=1.9 μM) and 55 μM 1-14C-arachidonic acid (New England Nuclear) at a final specific activity of 3000-4000... Starting materials: C1CCOC1, CCOC(=O)N=NC(=O)OCC, CCOC(=O)C1=Cc2cc(C)cc(CO)c2OC1C(F)(F)F, Sc1ccccc1, c1ccc(P(c2ccccc2)c2ccccc2)cc1. Yields the product CCOC(=O)C1=Cc2cc(C)cc(CSc3ccccc3)c2OC1C(F)(F)F. Reaction SMILES: [CH2:61]1[O:62][CH2:63][CH2:64][CH2:65]1.[O:49]=[C:50]([O:51][CH2:52][CH3:53])[N:54]=[N:55][C:56]([O:57][CH2:58][CH3:59])=[O:60].[OH:20][CH2:21][c:22]1[cH:23][c:24]([CH3:41])[cH:25][c:26]2[c:31]1[O:30][CH:29]([C:32]([F:33])([F:34])[F:35])[C:28]([C:36](=[O:37])[O:38][CH2:39][CH3:40])=[CH:27]2.[SH:42][c:43]1[cH:44][cH:45][cH:46][cH:47][cH:48]1.[c:1]1([P:2]([c:3]2[cH:4][cH:5][cH:6][cH:7][cH:8]2)[c:9]2[cH:10][cH:11][cH:12][cH:13][cH:14]2)[cH:15][cH:16][cH:17][cH:18][cH:19]1>>[CH2:21]([c:22]1[cH:23][c:24]([CH3:41])[cH:25][c:26]2[c:31]1[O:30][CH:29]([C:32]([F:33])([F:34])[F:35])[C:28]([C:36](=[O:37])[O:38][CH2:39][CH3:40])=[CH:27]2)[S:42][c:43]1[cH:44][cH:45][cH:46][cH:47][cH:48]1. The reactants are O=C(Cl)CCBr, c1ccc2c(c1)CCNC2. Product: O=C(CCBr)N1CCc2ccccc2C1. Reaction SMILES: [Br:11][CH2:12][CH2:13][C:14](=[O:15])[Cl:16].[CH2:1]1[NH:2][CH2:3][CH2:4][c:5]2[cH:6][cH:7][cH:8][cH:9][c:10]21>>[CH2:1]1[N:2]([C:14]([CH2:13][CH2:12][Br:11])=[O:15])[CH2:3][CH2:4][c:5]2[cH:6][cH:7][cH:8][cH:9][c:10]21. Starting materials: Fc1ccc(Br)cc1, Cl, [Mg], C1CCOC1, O=Cc1cccs1. Product: OC(c1ccc(F)cc1)c1cccs1. Reaction SMILES: [Br:1][c:2]1[cH:3][cH:4][c:5]([F:8])[cH:6][cH:7]1.[ClH:17].[Mg:9].[O:18]1[CH2:19][CH2:20][CH2:21][CH2:22]1.[s:10]1[c:11]([CH:15]=[O:16])[cH:12][cH:13][cH:14]1>>[c:2]1([CH:15]([c:11]2[s:10][cH:14][cH:13][cH:12]2)[OH:16])[cH:3][cH:4][c:5]([F:8])[cH:6][cH:7]1. Reactants: FC1=C(C(=O)F)C=CC(=C1)F (2,4-diflurobenzoylfluoride), [Cl-].[Al+3].[Cl-].[Cl-] (Aluminum chloride), aroyl chloride. Reaction conditions: temperature 90 celsius. Product: FC1=C(C(=O)Cl)C=CC(=C1)F (2,4-difluorobenzoylchloride). RXN SMILES: [F:1][C:2]1[CH:10]=[C:9]([F:11])[CH:8]=[CH:7][C:3]=1[C:4](F)=[O:5].[Cl-:12].[Al+3].[Cl-].[Cl-]>>[F:1][C:2]1[CH:10]=[C:9]([F:11])[CH:8]=[CH:7][C:3]=1[C:4]([Cl:12])=[O:5] |f:1.2.3.4|. Reported procedure: 13.5 g (.085 mol) of 2,4-diflurobenzoylfluoride were cooled to about 5° C. Aluminum chloride (3.7 g; 0.028 mol) was added slowly over about 0.5 hour. The conversion to the aroyl chloride was 80% (as determined by Gas Chromatography). The reaction was warmed to 90° C. Complete conversion of the starting material resulted. The product was distilled at reduced pressure to yield 2,4-difluorobenzoylchloride as a colorless liquid. This material was not assayed but used directly in the reduction step.